From a dataset of the Open Reaction Database (ORD), a public repository of structured organic reaction records. describe an organic reaction: reactants, conditions, products, and yield The reactants are CC(C)(C)n1nc(CCC=O)cc1-c1cccs1, CCN(C(C)C)C(C)C, Fc1ccccc1N1CCNCC1. Product: CC(C)(C)n1nc(CCCN2CCN(c3ccccc3F)CC2)cc1-c1cccs1. RXN SMILES: [C:1]([CH3:2])([CH3:3])([CH3:4])[n:5]1[n:6][c:7]([CH2:15][CH2:16][CH:17]=[O:18])[cH:8][c:9]1-[c:10]1[s:11][cH:12][cH:13][cH:14]1.[CH:32]([N:33]([CH2:34][CH3:35])[CH:36]([CH3:37])[CH3:38])([CH3:39])[CH3:40].[F:19][c:20]1[c:21]([N:26]2[CH2:27][CH2:28][NH:29][CH2:30][CH2:31]2)[cH:22][cH:23][cH:24][cH:25]1>>[C:1]([CH3:2])([CH3:3])([CH3:4])[n:5]1[n:6][c:7]([CH2:15][CH2:16][CH2:17][N:29]2[CH2:28][CH2:27][N:26]([c:21]3[c:20]([F:19])[cH:25][cH:24][cH:23][cH:22]3)[CH2:31][CH2:30]2)[cH:8][c:9]1-[c:10]1[s:11][cH:12][cH:13][cH:14]1. The reactants are NC=1C=CC(=NC1Br)C=1C=C(C(=O)OCC)C=CC1 (ethyl 3-(5-amino-6-bromopyridin-2-yl)benzoate), CCOC(=S)[S-].[K+] (potassium ethyl xanthogenate), C(C)(=O)O (acetic acid), IC (iodomethane). Run in C(C)(=O)OCC (ethyl acetate), CN1CCCC1=O (NMP). Conditions: temperature 150 celsius, time 30 minute. Yields the product CSC=1SC2=NC(=CC=C2N1)C=1C=C(C(=O)OCC)C=CC1 (ethyl 3-(2-(methylthio)thiazolo[5,4-b]pyridin-5-yl)benzoate). Yield: 70.6%. Reaction SMILES: [NH2:1][C:2]1[CH:3]=[CH:4][C:5]([C:9]2[CH:10]=[C:11]([CH:17]=[CH:18][CH:19]=2)[C:12]([O:14][CH2:15][CH3:16])=[O:13])=[N:6][C:7]=1Br.CCO[C:23]([S-:25])=[S:24].[K+].[C:27](O)(=O)C.IC>CN1C(=O)CCC1.C(OCC)(=O)C>[CH3:27][S:25][C:23]1[S:24][C:7]2[C:2]([N:1]=1)=[CH:3][CH:4]=[C:5]([C:9]1[CH:10]=[C:11]([CH:17]=[CH:18][CH:19]=1)[C:12]([O:14][CH2:15][CH3:16])=[O:13])[N:6]=2 |f:1.2|. Procedure details: To a solution of ethyl 3-(5-amino-6-bromopyridin-2-yl)benzoate (10.44 g, 32.60 mmol) in NMP (150 mL) was added potassium ethyl xanthogenate (26.14 g, 163.11 mmol) and acetic acid (9.4 mL, 163.11 mmol). The reaction mixture was heated at 150° C. for 16 hours. The mixture was cooled to 50° C. and iodomethane (20.3 mL, 326 mmol) was added. The reaction mixture was further stirred for 30 minutes and partitioned between ethyl acetate and water. The organic layer was separated and the aqueous layer wa... Reactants: CC(C)(C)[N+](=O)[O-], CC(=O)O, COc1ccccc1C=O, CCO, [Zn]. The product is COc1ccccc1C=[N+]([O-])C(C)(C)C. RXN SMILES: [CH3:11][C:12]([CH3:13])([CH3:14])[N+:15](=[O:16])[O-:17].[CH3:18][C:19](=[O:20])[OH:21].[CH3:1][O:2][c:3]1[c:4]([CH:5]=[O:6])[cH:7][cH:8][cH:9][cH:10]1.[CH3:22][CH2:23][OH:24].[Zn:25]>>[CH3:1][O:2][c:3]1[c:4]([CH:5]=[N+:15]([C:12]([CH3:11])([CH3:13])[CH3:14])[O-:16])[cH:7][cH:8][cH:9][cH:10]1. Reactants: COC(C=C1CCC(CC1)C(C)(C)C)=O ((4-tert-Butylcyclohexylidene)acetic acid methyl ester). Reagents/catalysts: [OH-].[OH-].[Pd+2] (Palladium hydroxide on carbon). Run in CO (methanol). Run at time 8 hour. Product: COC(CC1CCC(CC1)C(C)(C)C)=O ((4-tert-Butylcyclohexyl)acetic acid methyl ester). As a reaction SMILES: [CH3:1][O:2][C:3](=[O:15])[CH:4]=[C:5]1[CH2:10][CH2:9][CH:8]([C:11]([CH3:14])([CH3:13])[CH3:12])[CH2:7][CH2:6]1>CO.[OH-].[OH-].[Pd+2]>[CH3:1][O:2][C:3](=[O:15])[CH2:4][CH:5]1[CH2:6][CH2:7][CH:8]([C:11]([CH3:13])([CH3:12])[CH3:14])[CH2:9][CH2:10]1 |f:2.3.4|. Procedure details: (4-tert-Butylcyclohexylidene)acetic acid methyl ester (10.78 g, 51.3 mmol) was dissolved in methanol (50 ml). Palladium hydroxide on carbon (1.0 g) was added and the reaction mixture was stirred at room temperature under an atmosphere of hydrogen overnight. The catalyst was then removed by filtration through celite and the filtrate was evaporated in vacuo to a clear oil (9.81 g, 91%). 1H-NMR; δ (CDCl3) (as a mixture of cis-trans isomers), 3.67 (3H, s), 2.38 (1H, d, J=8 Hz), 2.18 (1H, d, 7 Hz), 1... Starting materials: IC1=C(C=CC(=C1)[N+](=O)[O-])N1CCN(CC1)C (1-(2-iodo-4-nitrophenyl)-4-methylpiperazine), C1(=CC=CC=C1)C (toluene), C([O-])([O-])=O.[Na+].[Na+] (sodium carbonate), C1(=CC=CC=C1)B(O)O (phenylboronic acid). The reagents and catalysts are C=1C=CC(=CC1)[P](C=2C=CC=CC2)(C=3C=CC=CC3)[Pd]([P](C=4C=CC=CC4)(C=5C=CC=CC5)C=6C=CC=CC6)([P](C=7C=CC=CC7)(C=8C=CC=CC8)C=9C=CC=CC9)[P](C=1C=CC=CC1)(C=1C=CC=CC1)C=1C=CC=CC1 (tetrakis(triphenylphosphine)palladium). Solvent: O (water), O (water). Run at temperature 110 celsius, time 8 hour. Product: CN1CCN(CC1)C1=C(C=C(C=C1)[N+](=O)[O-])C1=CC=CC=C1 (1-methyl-4-(5-nitrobiphenyl-2-yl)piperazine). Reaction SMILES: I[C:2]1[CH:7]=[C:6]([N+:8]([O-:10])=[O:9])[CH:5]=[CH:4][C:3]=1[N:11]1[CH2:16][CH2:15][N:14]([CH3:17])[CH2:13][CH2:12]1.[C:18]1(C)[CH:23]=[CH:22][CH:21]=[CH:20][CH:19]=1.C(=O)([O-])[O-].[Na+].[Na+].C1(B(O)O)C=CC=CC=1>C1C=CC([P]([Pd]([P](C2C=CC=CC=2)(C2C=CC=CC=2)C2C=CC=CC=2)([P](C2C=CC=CC=2)(C2C=CC=CC=2)C2C=CC=CC=2)[P](C2C=CC=CC=2)(C2C=CC=CC=2)C2C=CC=CC=2)(C2C=CC=CC=2)C2C=CC=CC=2)=CC=1.O>[CH3:17][N:14]1[CH2:15][CH2:16][N:11]([C:3]2[CH:4]=[CH:5][C:6]([N+:8]([O-:10])=[O:9])=[CH:7][C:2]=2[C:18]2[CH:23]=[CH:22][CH:21]=[CH:20][CH:19]=2)[CH2:12][CH2:13]1 |f:2.3.4,^1:43,45,64,83|. Procedure: To a mixture of 1-(2-iodo-4-nitrophenyl)-4-methylpiperazine (Preparation Example 241) (406 mg), toluene (3 mL) and water (3 mL), sodium carbonate (496 mg), phenylboronic acid (157 mg) and tetrakis(triphenylphosphine)palladium (68 mg) were added in an argon atmosphere and stirred overnight at 110° C. The reaction liquid was poured into water and extracted with ethyl acetate. The organic layer was washed with saturated aqueous sodium chloride and then dried over anhydrous sodium sulfate, and the s...